Dataset: the Open Reaction Database (ORD), a public repository of structured organic reaction records. Task: describe an organic reaction: reactants, conditions, products, and yield Reactants: CC(=O)OC(C)=O, CNC1CCN(c2ccc(N(C)C(=O)c3ccc(C4CCCCC4)cc3)cc2)C1=O, c1ccncc1. The product is CC(=O)CNC1CCN(c2ccc(N(C)C(=O)c3ccc(C4CCCCC4)cc3)cc2)C1=O. As a reaction SMILES: [CH3:31][C:32](=[O:33])[O:34][C:35](=[O:36])[CH3:37].[CH:1]1([c:7]2[cH:8][cH:9][c:10]([C:11](=[O:12])[N:13]([c:14]3[cH:15][cH:16][c:17]([N:20]4[C:21](=[O:27])[CH:22]([NH:25][CH3:26])[CH2:23][CH2:24]4)[cH:18][cH:19]3)[CH3:28])[cH:29][cH:30]2)[CH2:2][CH2:3][CH2:4][CH2:5][CH2:6]1.[cH:38]1[cH:39][cH:40][n:41][cH:42][cH:43]1>>[CH:1]1([c:7]2[cH:8][cH:9][c:10]([C:11](=[O:12])[N:13]([c:14]3[cH:15][cH:16][c:17]([N:20]4[C:21](=[O:27])[CH:22]([NH:25][CH2:26][C:32]([CH3:31])=[O:33])[CH2:23][CH2:24]4)[cH:18][cH:19]3)[CH3:28])[cH:29][cH:30]2)[CH2:2][CH2:3][CH2:4][CH2:5][CH2:6]1. Starting materials: C(C)OC(C(=O)O)CC1=CC=C(C2=C1SC=C2)OCCC=2N=C(OC2C)C2=C(C=C(C=C2)F)OCC ([rac]-2-ethoxy-3-(4-{2-[2-(2-ethoxy-4-fluoro-phenyl)-5-methyl-oxazol-4-yl]-ethoxy-}-benzo[b]thiophen-7-yl)-propionic acid), C1(=CC=CC=C1)P(C1=CC=CC=C1)C1=CC=CC=C1 (triphenylphosphine), N(=NC(=O)OCC)C(=O)OCC (DEAD), COC(C(CC1=CC=C(C=2SC=CC21)O)OCC)=O ([rac]-2-ethoxy-3-(7-hydroxy-benzo[b]thiophen-4-yl)-propionic acid methyl ester). Product: COC(C(CC1=CC=C(C=2SC=CC21)OCCC=2N=C(OC2C)C2=C(C=C(C=C2)F)OCC)OCC)=O ([rac]-2-ethoxy-3-(7-{2-[2-(2-ethoxy-4-fluoro-phenyl)-5-methyl-oxazol-4-yl]-ethoxy}-benzo[b]thiophen-4-yl)-propionic acid methyl ester). Reaction SMILES: [CH3:1][O:2][C:3](=[O:19])[CH:4]([O:16][CH2:17][CH3:18])[CH2:5][C:6]1[C:14]2[CH:13]=[CH:12][S:11][C:10]=2[C:9]([OH:15])=[CH:8][CH:7]=1.C(OC(CC1C2SC=CC=2C(O[CH2:38][CH2:39][C:40]2[N:41]=[C:42]([C:46]3[CH:51]=[CH:50][C:49]([F:52])=[CH:48][C:47]=3[O:53][CH2:54][CH3:55])[O:43][C:44]=2[CH3:45])=CC=1)C(O)=O)C.C1(P(C2C=CC=CC=2)C2C=CC=CC=2)C=CC=CC=1.N(C(OCC)=O)=NC(OCC)=O>>[CH3:1][O:2][C:3](=[O:19])[CH:4]([O:16][CH2:17][CH3:18])[CH2:5][C:6]1[C:14]2[CH:13]=[CH:12][S:11][C:10]=2[C:9]([O:15][CH2:38][CH2:39][C:40]2[N:41]=[C:42]([C:46]3[CH:51]=[CH:50][C:49]([F:52])=[CH:48][C:47]=3[O:53][CH2:54][CH3:55])[O:43][C:44]=2[CH3:45])=[CH:8][CH:7]=1. Procedure: In analogy to the procedure described in example 17 a], [rac]-2-ethoxy-3-(7-hydroxy-benzo[b]thiophen-4-yl)-propionic acid methyl ester (example 151 a]) was reacted with 2-[2-(2-ethoxy-4-fluoro-phenyl)-5-methyl-oxazol-4-yl]-ethanol (example 95) in the presence of triphenylphosphine and DEAD (diethyl azodicarboxylate) to yield [rac]-2-ethoxy-3-(7-{2-[2-(2-ethoxy-4-fluoro-phenyl)-5-methyl-oxazol-4-yl]-ethoxy}-benzo[b]thiophen-4-yl)-propionic acid methyl ester, which was further saponified in analog... Reaction SMILES: [CH3:39][CH2:40][OH:41].[F:1][c:2]1[c:3]([N+:21](=[O:22])[O-:23])[cH:4][c:5]([C:6](=[O:7])[N:8]([CH2:9][C:10]([F:11])([F:12])[F:13])[CH2:14][C:15]([F:16])([F:17])[F:18])[cH:19][cH:20]1.[NH2:24][CH2:25][CH:26]1[CH2:27][O:28][CH2:29][CH2:30][N:31]1[C:32](=[O:33])[O:34][C:35]([CH3:36])([CH3:37])[CH3:38]>>[c:2]1([NH:24][CH2:25][CH:26]2[CH2:27][O:28][CH2:29][CH2:30][N:31]2[C:32](=[O:33])[O:34][C:35]([CH3:36])([CH3:37])[CH3:38])[c:3]([N+:21](=[O:22])[O-:23])[cH:4][c:5]([C:6](=[O:7])[N:8]([CH2:9][C:10]([F:11])([F:12])[F:13])[CH2:14][C:15]([F:16])([F:17])[F:18])[cH:19][cH:20]1. The reactants are CCO, O=C(c1ccc(F)c([N+](=O)[O-])c1)N(CC(F)(F)F)CC(F)(F)F, CC(C)(C)OC(=O)N1CCOCC1CN. The product is CC(C)(C)OC(=O)N1CCOCC1CNc1ccc(C(=O)N(CC(F)(F)F)CC(F)(F)F)cc1[N+](=O)[O-]. Starting materials: CC=1NC=CN1 (2-methylimidazole), FC1=CC(=C(C(=O)OCC)C=C1)C (ethyl 4-fluoro-2-methylbenzoate). The product is CC1=C(CO)C=CC(=C1)N1C(=NC=C1)C (2-Methyl-4-(2-methylimidazol-1-yl)benzyl alcohol). As a reaction SMILES: [CH3:1][C:2]1[NH:3][CH:4]=[CH:5][N:6]=1.F[C:8]1[CH:18]=[CH:17][C:11]([C:12](OCC)=[O:13])=[C:10]([CH3:19])[CH:9]=1>>[CH3:19][C:10]1[CH:9]=[C:8]([N:3]2[CH:4]=[CH:5][N:6]=[C:2]2[CH3:1])[CH:18]=[CH:17][C:11]=1[CH2:12][OH:13]. Procedure details: Prepared from 2-methylimidazole and ethyl 4-fluoro-2-methylbenzoate. The reactants are C(=O)([O-])[O-].[Cs+].[Cs+] (Cs2CO3), Pd(dpp)Cl2, CC1(OB(OC1(C)C)C=1C=C2C(=NC1)NC=C2)C (5-(4,4,5,5-tetramethyl-1,3,2-dioxaborolan-2-yl)-1H-pyrrolo[2,3-b]pyridine), ClC1=CN=CC(=N1)C(=O)N1CCN(CC1)C ((6-chloropyrazin-2-yl)(4-methylpiperazin-1-yl)methanone). Run in COCCOC (DME), C(Cl)(Cl)Cl (CHCl3). Reaction conditions: temperature 90 celsius. Product: N1C=CC=2C1=NC=C(C2)C2=CN=CC(=N2)C(=O)N2CCN(CC2)C ((6-(1H-pyrrolo[2,3-b]pyridin-5-yl)pyrazin-2-yl)(4-methylpiperazin-1-yl)methanone). RXN SMILES: CC1(C)C(C)(C)OB([C:9]2[CH:10]=[C:11]3[CH:17]=[CH:16][NH:15][C:12]3=[N:13][CH:14]=2)O1.Cl[C:20]1[N:25]=[C:24]([C:26]([N:28]2[CH2:33][CH2:32][N:31]([CH3:34])[CH2:30][CH2:29]2)=[O:27])[CH:23]=[N:22][CH:21]=1.C([O-])([O-])=O.[Cs+].[Cs+]>COCCOC.C(Cl)(Cl)Cl>[NH:15]1[C:12]2=[N:13][CH:14]=[C:9]([C:20]3[N:25]=[C:24]([C:26]([N:28]4[CH2:33][CH2:32][N:31]([CH3:34])[CH2:30][CH2:29]4)=[O:27])[CH:23]=[N:22][CH:21]=3)[CH:10]=[C:11]2[CH:17]=[CH:16]1 |f:2.3.4|. Reported procedure: A stirred solution of 5-(4,4,5,5-tetramethyl-1,3,2-dioxaborolan-2-yl)-1H-pyrrolo[2,3-b]pyridine (124) (70 mg, 0.287 mmol, 1 eq) and (6-chloropyrazin-2-yl)(4-methylpiperazin-1-yl)methanone (60) (69 mg, 0.287 mmol, 1.0 eq) in DME (5 mL) was degassed and purged under argon atmosphere for 10 min. To this reaction mixture was charged Cs2CO3 (140 mg, 0.430 mmol, 1.5 eq) followed by addition of Pd(dpp)Cl2 (13.2 mg, 0.0114 mmol, 0.04 eq) and degassing and purging under argon for additional 10 min. The r... Reactants: C(C1=CC=CC=C1)(C1=CC=CC=C1)N1CC(C1)OC(C1=C(C=C(C=C1)Cl)Cl)C1=CC=C(C=C1)Cl (1-benzhydryl-3-(2,4,4′-trichlorobenzhydryloxy)azetidine), ClC(C)OC(=O)Cl (1-chloroethylchloroformate). The solvent is ClCCl (dichloromethane). Run at time 8 hour. The product is C(C)(=O)OCC.CO.[OH-].[NH4+] (ethyl acetate methanol ammonium hydroxide), oil. Isolated yield 60.0%. RXN SMILES: C([N:14]1C[CH:16]([O:18][CH:19]([C:28]2C=CC(Cl)=CC=2)C2C=CC(Cl)=CC=2Cl)[CH2:15]1)(C1C=CC=CC=1)C1C=CC=CC=1.Cl[CH:36]([O:38]C(Cl)=O)C>ClCCl>[C:16]([O:18][CH2:19][CH3:28])(=[O:38])[CH3:15].[CH3:36][OH:38].[OH-:18].[NH4+:14] |f:3.4.5.6|. Procedure: To a stirred solution of 1-benzhydryl-3-(2,4,4′-trichlorobenzhydryloxy)azetidine (3) (39 mmol) in dichloromethane (400 mL) was added 1-chloroethylchloroformate (98 mmol) dropwise at 0° C. and the reaction mixture stirred at room temperature overnight. The reaction mixture was concentrated in vacuo, then dissolved in methanol (400 mL) and stirred at room temperature for 1 hour. The reaction mixture was concentrated in vacuo, then diluted with ethyl acetate (400 mL) and washed with sodium hydroxid... Starting materials: NC1=C2C(=NC=N1)N(N=C2C2=CC=C(C=C2)OC2=CC=CC=C2)CCN2C(SCC2=O)=O (3-[2-[4-amino-3-(4-phenoxyphenyl)-1H-pyrazolo[3,4-d]pyrimidin-1-yl]ethyl]-1,3-thiazolidine-2,4-dione), ClCCl (dichloromethane), C1(CC1)C=O (cyclopropanecarbaldehyde), N1CCCCC1 (piperidine). The solvent is CO (methanol). Reaction conditions: time 8 hour. Yields the product NC1=C2C(=NC=N1)N(N=C2C2=CC=C(C=C2)OC2=CC=CC=C2)CCN2C(SC(C2=O)=CC2CC2)=O (3-[2-[4-amino-3-(4-phenoxyphenyl)-1H-pyrazolo[3,4-d]pyrimidin-1-yl]ethyl]-5-(cyclopropylmethylidene)-1,3-thiazolidine-2,4-dione). Yield: 25.5%. Reaction SMILES: [NH2:1][C:2]1[N:7]=[CH:6][N:5]=[C:4]2[N:8]([CH2:24][CH2:25][N:26]3[C:30](=[O:31])[CH2:29][S:28][C:27]3=[O:32])[N:9]=[C:10]([C:11]3[CH:16]=[CH:15][C:14]([O:17][C:18]4[CH:23]=[CH:22][CH:21]=[CH:20][CH:19]=4)=[CH:13][CH:12]=3)[C:3]=12.[CH:33]1([CH:36]=O)[CH2:35][CH2:34]1.N1CCCCC1.ClCCl>CO>[NH2:1][C:2]1[N:7]=[CH:6][N:5]=[C:4]2[N:8]([CH2:24][CH2:25][N:26]3[C:30](=[O:31])[C:29](=[CH:36][CH:33]4[CH2:35][CH2:34]4)[S:28][C:27]3=[O:32])[N:9]=[C:10]([C:11]3[CH:12]=[CH:13][C:14]([O:17][C:18]4[CH:19]=[CH:20][CH:21]=[CH:22][CH:23]=4)=[CH:15][CH:16]=3)[C:3]=12. Reported procedure: Into a 50-mL scaled tube, was placed a solution of 3-[2-[4-amino-3-(4-phenoxyphenyl)-1H-pyrazolo[3,4-d]pyrimidin-1-yl]ethyl]-1,3-thiazolidine-2,4-dione (100 mg, 0.22 mmol, 1.00 equiv) in methanol (20 mL), cyclopropanecarbaldehyde (47 mg, 0.67 mmol, 2.99 equiv), piperidine (9.5 mg, 0.11 mmol, 0.50 equiv), dichloromethane (5 mL). The resulting solution was stirred overnight at room temperature. The resulting mixture was concentrated under vacuum. The residue was applied onto a silica gel column an... The reactants are CC(=O)OC(C)=O, CN(C)c1ccncc1, Nc1nnc(-c2ccc(Cl)c(Cl)c2)c(N)n1, C1COCCO1. Yields the product CC(=O)Nc1nnc(-c2ccc(Cl)c(Cl)c2)c(N)n1. Reaction SMILES: [CH3:17][C:18](=[O:19])[O:20][C:21](=[O:22])[CH3:23].[CH3:24][N:25]([CH3:26])[c:27]1[cH:28][cH:29][n:30][cH:31][cH:32]1.[NH2:1][c:2]1[n:3][n:4][c:5](-[c:9]2[cH:10][c:11]([Cl:16])[c:12]([Cl:15])[cH:13][cH:14]2)[c:6]([NH2:8])[n:7]1.[O:33]1[CH2:34][CH2:35][O:36][CH2:37][CH2:38]1>>[NH:1]([c:2]1[n:3][n:4][c:5](-[c:9]2[cH:10][c:11]([Cl:16])[c:12]([Cl:15])[cH:13][cH:14]2)[c:6]([NH2:8])[n:7]1)[C:18]([CH3:17])=[O:19]. Reactants: C(CCC)[Li] (n-Butyllithium), C1(CC1)C(=O)C1CC1 (dicyclopropylmethanone), S1C=NC=C1 (thiazole). The solvent is C1CCOC1 (THF), C1CCOC1 (THF). Run at temperature -78 celsius, time 15 minute. Yields the product C1(CC1)C(O)(C=1SC=CN1)C1CC1 (dicyclopropyl(1,3-thiazol-2-yl)methanol). The yield is 93.0%. Reaction SMILES: C([Li])CCC.[S:6]1[CH:10]=[CH:9][N:8]=[CH:7]1.[CH:11]1([C:14]([CH:16]2[CH2:18][CH2:17]2)=[O:15])[CH2:13][CH2:12]1>C1COCC1>[CH:11]1([C:14]([CH:16]2[CH2:18][CH2:17]2)([C:7]2[S:6][CH:10]=[CH:9][N:8]=2)[OH:15])[CH2:13][CH2:12]1. Procedure: n-Butyllithium (2.5 M in hexanes, 0.953 mL, 2.38 mmol) was added to a stirred, cooled −78° C. mixture of thiazole (0.169 mL, 2.383 mmol) in THF (5.0 mL) and the mixture was stirred at −78° C. for 15 min. A solution of the dicyclopropylmethanone (250 mg, 2.27 mmol) in THF (3.0 mL) was added dropwise and the mixture was stirred 30 min at −78° C. and then the temperature was allowed to reach room temperature. The reaction was quenched by addition of water and the mixture was extracted with ethyl ac... The reactants are CC(=O)C (dimethyl formaldehyde), [H-].[Na+] (NaH), COC1=CC(=CC(=C1)C(C(CCCCC)C)C)OC (1,3-dimethoxy-5(1,2-dimethylheptyl) benzene), C(C)S (ethanethiol). Run in C1=CC=CC=C1 (benzene), O (water). Yields the product CC(C(CCCCC)C)C=1C=C(C=C(C1)O)OC (5-(1,2-Dimethylheptyl)-3-methoxyphenol). RXN SMILES: CC(C)=O.C(S)C.[H-].[Na+].[CH3:10][O:11][C:12]1[CH:17]=[C:16]([CH:18]([CH3:26])[CH:19]([CH3:25])[CH2:20][CH2:21][CH2:22][CH2:23][CH3:24])[CH:15]=[C:14]([O:27]C)[CH:13]=1>O.C1C=CC=CC=1>[CH3:26][CH:18]([C:16]1[CH:17]=[C:12]([O:11][CH3:10])[CH:13]=[C:14]([OH:27])[CH:15]=1)[CH:19]([CH3:25])[CH2:20][CH2:21][CH2:22][CH2:23][CH3:24] |f:2.3|. Reported procedure: To 750 ml. cold dimethyl formaldehyde (DMF) was added 100 g. (1.06 mol.) ethanethiol. To this was added slowly 48 g. (1.14 mol.) of 57% NaH in mineral oil (which had been freed of mineral oil by washing with benzene). Then 90 g. (0.34 mol.) 1,3-dimethoxy-5(1,2-dimethylheptyl) benzene was added under a nitrogen atmosphere. The reaction mixture was refluxed overnight. Ice and water (4 l.) was added and the mixture was extracted with ether. The ether extracts were washed twice with 100 ml. 10% H2SO...